Dataset: the Open Reaction Database (ORD), a public repository of structured organic reaction records. Task: describe an organic reaction: reactants, conditions, products, and yield The reactants are N1=CC(=CC=C1)N1CC(C1)C(=O)NC1=CC=C(OC2CCN(CC2)C(=O)OC(C)(C)C)C=C1 (tert-Butyl 4-(4-(1-(pyridin-3-yl)azetidine-3-carboxamido)phenoxy)piperidine-1-carboxylate), FC(C(=O)O)(F)F (trifluoroacetic acid). Solvent: ClCCl (dichloromethane). Conditions: temperature 0 celsius, time 2 hour. The product is N1CCC(CC1)OC1=CC=C(C=C1)NC(=O)C1CN(C1)C=1C=NC=CC1 (N-(4-(piperidin-4-yloxy)phenyl)-1-(pyridin-3-yl)azetidine-3-carboxamide). As a reaction SMILES: [N:1]1[CH:6]=[CH:5][CH:4]=[C:3]([N:7]2[CH2:10][CH:9]([C:11]([NH:13][C:14]3[CH:33]=[CH:32][C:17]([O:18][CH:19]4[CH2:24][CH2:23][N:22](C(OC(C)(C)C)=O)[CH2:21][CH2:20]4)=[CH:16][CH:15]=3)=[O:12])[CH2:8]2)[CH:2]=1.FC(F)(F)C(O)=O>ClCCl>[NH:22]1[CH2:23][CH2:24][CH:19]([O:18][C:17]2[CH:16]=[CH:15][C:14]([NH:13][C:11]([CH:9]3[CH2:10][N:7]([C:3]4[CH:2]=[N:1][CH:6]=[CH:5][CH:4]=4)[CH2:8]3)=[O:12])=[CH:33][CH:32]=2)[CH2:20][CH2:21]1. Reported procedure: tert-Butyl 4-(4-(1-(pyridin-3-yl)azetidine-3-carboxamido)phenoxy)piperidine-1-carboxylate (3.82 g, 8.44 mmol) was dissolved in 60 ml dichloromethane, cooled to 0° C. and treated with trifluoroacetic acid (10 ml). The mixture was allowed to warm to room temperature and was stirred for 2 hours. Removal of the solvent under vacuum provided the title compound. Reactants: FC(C=1C=C(C=CC1)CC(=O)O)(F)F (3-(trifluoromethyl)phenylacetic acid), CCN=C=NCCCN(C)C.Cl (WSC HCl), C=1C=CC2=C(C1)N=NN2O (HOBT), CCN(C(C)C)C(C)C (DIEA), Cl.CNOC (N,O-dimethylhydroxylamine hydrochloride), CCN(C(C)C)C(C)C (DIEA). Run in CN(C)C=O (DMF), C(C)(=O)OCC (ethyl acetate), CN(C)C=O (DMF). Run at time 30 minute. Yields the product CON(C(CC1=CC(=CC=C1)C(F)(F)F)=O)C (N-methoxy-N-methyl-2-[3-(trifluoromethyl)phenyl]acetamide). Isolated yield 73.7%. RXN SMILES: [F:1][C:2]([F:14])([F:13])[C:3]1[CH:4]=[C:5]([CH2:9][C:10](O)=[O:11])[CH:6]=[CH:7][CH:8]=1.CCN=C=NCCCN(C)C.Cl.C1C=CC2N(O)N=NC=2C=1.CCN(C(C)C)C(C)C.Cl.[CH3:47][NH:48][O:49][CH3:50]>CN(C=O)C.C(OCC)(=O)C>[CH3:50][O:49][N:48]([CH3:47])[C:10](=[O:11])[CH2:9][C:5]1[CH:6]=[CH:7][CH:8]=[C:3]([C:2]([F:14])([F:13])[F:1])[CH:4]=1 |f:1.2,5.6|. Reported procedure: A solution of 3-(trifluoromethyl)phenylacetic acid (1.00 g, TCI) in DMF (15 ml) was added with WSC HCl (1.28 g, KOKUSAN), HOBT (794 mg, KOKUSAN), and DIEA (1.02 ml, ALD), and the mixture was stirred at room temperature for 30 minutes. The reaction mixture was added with a solution of N,O-dimethylhydroxylamine hydrochloride (956 mg, WAKO) in DMF (5 ml) added with DIEA (1.74 ml) and stirred for 20 minutes at room temperature beforehand, and the mixture was stirred at room temperature for 16 hours.... Procedure: To a solution of 2-carbomethoxy-3-aminobenzothiophene (2.07 g.; 0.02 mole) and potassium t-butoxide (2.24 g.; 0.02 mole) in dimethylsulfoxide (30 ml.) is added an excess of formamide (ca 5 ml./g. of 2-carbomethoxy-3-aminobenzothiophene). This is heated to 90° C. until the reaction is complete as evidenced by thin layer chromatography (~30 minutes). The solution is cooled, poured into water, acidified with glacial acetic acid and the resultant solid is filtered. Washing with isopropyl alcohol and... The product is OC=1C2=C(N=CN1)C1=C(S2)C=CC=C1 (4-Hydroxybenzothieno[3,2-d]pyrimidine). RXN SMILES: [C:1]([C:5]1[S:6][C:7]2[CH:14]=[CH:13][CH:12]=[CH:11][C:8]=2[C:9]=1[NH2:10])(OC)=[O:2].CC(C)([O-])C.[K+].[CH:21]([NH2:23])=O.O>CS(C)=O.C(O)(=O)C>[OH:2][C:1]1[C:5]2[S:6][C:7]3[CH:14]=[CH:13][CH:12]=[CH:11][C:8]=3[C:9]=2[N:10]=[CH:21][N:23]=1 |f:1.2|. Reaction conditions: temperature 90 celsius. The solvent is CS(=O)C (dimethylsulfoxide), C(C)(=O)O (acetic acid). Starting materials: O (water), C(=O)(OC)C=1SC2=C(C1N)C=CC=C2 (2-carbomethoxy-3-aminobenzothiophene), CC(C)([O-])C.[K+] (potassium t-butoxide), C(=O)N (formamide). Starting materials: C(=O)(N1C=NC=C1)N1C=NC=C1 (1,1'-carbonyldiimidazole), C(=O)(OC(C)(C)C)NCC(=O)O (BOC-glycine), CN(C=O)C (N,N-dimethylformamide), ( E )-, N\C(\C=1N=CN2C1CN(C(C1=C2SC=C1)=O)C)=N/O ((Z)-7-(amino-hydroxyiminomethyl)-5-methyl-5,6-dihydro-4H-imidazo[1,5-a]thieno[3,2-f][1,4]diazepin-4-one). Run at time 30 minute. Yields the product C(=O)(OC(C)(C)C)C1=NC(N(O1)CN)C=1N=CN2C1CN(C(C1=C2SC=C1)=O)C (7-(5-BOC-aminomethyl-1,2,4-oxadiazol-3-yl)-5-methyl-5,6-dihydro-4H-imidazo[1,5-a]thieno[3,2-f][1,4]diazepin-4-one). Isolated yield 73.0%. As a reaction SMILES: [C:1](N1C=CN=C1)([N:3]1C=CN=C1)=O.[C:13](NCC(O)=O)([O:15][C:16]([CH3:19])([CH3:18])[CH3:17])=[O:14].[NH2:25]/[C:26](=[N:42]\[OH:43])/[C:27]1[N:28]=[CH:29][N:30]2[C:36]3[S:37][CH:38]=[CH:39][C:35]=3[C:34](=[O:40])[N:33]([CH3:41])[CH2:32][C:31]=12.[CH3:44]N(C)C=O>>[C:13]([C:44]1[O:43][N:42]([CH2:1][NH2:3])[CH:26]([C:27]2[N:28]=[CH:29][N:30]3[C:36]4[S:37][CH:38]=[CH:39][C:35]=4[C:34](=[O:40])[N:33]([CH3:41])[CH2:32][C:31]=23)[N:25]=1)([O:15][C:16]([CH3:17])([CH3:18])[CH3:19])=[O:14]. Procedure details: 5.40 g (33.3 mmol) of 1,1'-carbonyldiimidazole were added to a solution of 5.40 g (30.5 mmol) of BOC-glycine in 150 ml of N,N-dimethylformamide and the mixture was stirred at 50° for 30 minutes. Subsequently, 7.70 g (7.58 mmol) of (E)- and/or (Z)-7-(amino-hydroxyiminomethyl)-5-methyl-5,6-dihydro-4H-imidazo[1,5-a]thieno[3,2-f][1,4]diazepin-4-one were added and the mixture was stirred at 90° for 15 hours. The brown solution obtained was evaporated in a high vacuum and the brown residue obtained wa... Run in C(C)O.CCCCCC (ethanol hexane). RXN SMILES: [C:1]([NH:4][C:5]1[C:13]2[C:8](=[CH:9][C:10]([Cl:14])=[CH:11][CH:12]=2)[N:7](C(OCC)=O)[C:6]=1[C:20](=[O:28])[C:21]1[CH:26]=[CH:25][C:24]([F:27])=[CH:23][CH:22]=1)(=[O:3])[CH3:2]>C(O)C.CCCCCC>[C:1]([NH:4][C:5]1[C:13]2[C:8](=[CH:9][C:10]([Cl:14])=[CH:11][CH:12]=2)[NH:7][C:6]=1[C:20](=[O:28])[C:21]1[CH:26]=[CH:25][C:24]([F:27])=[CH:23][CH:22]=1)(=[O:3])[CH3:2] |f:1.2|. Product: C(C)(=O)NC1=C(NC2=CC(=CC=C12)Cl)C(C1=CC=C(C=C1)F)=O (3-Acetylamino-6-chloro-2-(4-fluorobenzoyl)indole). Reported procedure: The title compound was prepared according to the procedure described in step 2 of Example 2 (Method A) from 3-acetylamino-6-chloro-1-ethoxycarbonyl-2-(4-fluorobenzoyl)indole (step 1). m.p.: 205-207° C. (ethanol/hexane) Starting materials: C(C)(=O)NC1=C(N(C2=CC(=CC=C12)Cl)C(=O)OCC)C(C1=CC=C(C=C1)F)=O (3-Acetylamino-6-chloro-1-ethoxycarbonyl-2-(4-fluorobenzoyl)indole). Starting materials: N1N=C(C2=CC=CC=C12)\C=C\1/OC2=C(C1=O)C=CC(=C2CCC2CCN(CC2)C(=O)OC(C)(C)C)OC (tert-butyl (Z)-4-(2-{2-[(1H-indazol-3-yl)methylene]-6-methoxy-3-oxo-2,3-dihydrobenzofuran-7-yl}ethyl)piperidine-1-carboxylate), solution, Cl (hydrogen chloride). Procedure details: A solution of tert-butyl (Z)-4-(2-{2-[(1H-indazol-3-yl)methylene]-6-methoxy-3-oxo-2,3-dihydrobenzofuran-7-yl}ethyl)piperidine-1-carboxylate (0.0506 g, 0.100 mmol) in methylene chloride (2 mL) was added with a 4 M solution of hydrogen chloride in 1,4-dioxane (2 mL), and the mixture was stirred at room temperature for 2 hours. The reaction mixture was concentrated, the resulting residue was added with saturated aqueous sodium hydrogencarbonate, and the mixture was extracted with ethyl acetate. The... Reaction SMILES: [NH:1]1[C:9]2[C:4](=[CH:5][CH:6]=[CH:7][CH:8]=2)[C:3](/[CH:10]=[C:11]2\[O:12][C:13]3[C:20]([CH2:21][CH2:22][CH:23]4[CH2:28][CH2:27][N:26](C(OC(C)(C)C)=O)[CH2:25][CH2:24]4)=[C:19]([O:36][CH3:37])[CH:18]=[CH:17][C:14]=3[C:15]\2=[O:16])=[N:2]1.Cl>C(Cl)Cl.O1CCOCC1>[NH:1]1[C:9]2[C:4](=[CH:5][CH:6]=[CH:7][CH:8]=2)[C:3](/[CH:10]=[C:11]2\[O:12][C:13]3[C:20]([CH2:21][CH2:22][CH:23]4[CH2:24][CH2:25][NH:26][CH2:27][CH2:28]4)=[C:19]([O:36][CH3:37])[CH:18]=[CH:17][C:14]=3[C:15]\2=[O:16])=[N:2]1. Run at time 2 hour. The product is N1N=C(C2=CC=CC=C12)\C=C\1/OC2=C(C1=O)C=CC(=C2CCC2CCNCC2)OC ((Z)-2-[(1H-indazol-3-yl)methylene]-6-methoxy-7-[2-(piperidin-4-yl)ethyl]benzofuran-3(2H)-one). Yield: 42.6%. Solvent: C(Cl)Cl (methylene chloride), O1CCOCC1 (1,4-dioxane). Reactants: CC#N, O=C=NS(=O)(=O)c1cc([N+](=O)[O-])cs1, COc1nc(C)nc(N)n1. Product: COc1nc(C)nc(NC(=O)NS(=O)(=O)c2cc([N+](=O)[O-])cs2)n1. As a reaction SMILES: [CH3:25][C:26]#[N:27].[N+:11](=[O:12])([O-:13])[c:14]1[cH:15][c:16]([S:19](=[O:20])(=[O:21])[N:22]=[C:23]=[O:24])[s:17][cH:18]1.[NH2:1][c:2]1[n:3][c:4]([CH3:10])[n:5][c:6]([O:8][CH3:9])[n:7]1>>[NH:1]([c:2]1[n:3][c:4]([CH3:10])[n:5][c:6]([O:8][CH3:9])[n:7]1)[C:23]([NH:22][S:19]([c:16]1[cH:15][c:14]([N+:11](=[O:12])[O-:13])[cH:18][s:17]1)(=[O:20])=[O:21])=[O:24]. The reactants are C(C)(C)(C)C1=C(C(=O)Cl)C=CC=C1 (2-tert-butylbenzoyl chloride), C(C)N (ethylamine). Solvent: O (water). Product: C(C)(C)(C)C1=C(C(=O)NCC)C=CC=C1 (2-tert-butyl-N-ethylbenzamide). As a reaction SMILES: [C:1]([C:5]1[CH:13]=[CH:12][CH:11]=[CH:10][C:6]=1[C:7](Cl)=[O:8])([CH3:4])([CH3:3])[CH3:2].[CH2:14]([NH2:16])[CH3:15]>O>[C:1]([C:5]1[CH:13]=[CH:12][CH:11]=[CH:10][C:6]=1[C:7]([NH:16][CH2:14][CH3:15])=[O:8])([CH3:4])([CH3:3])[CH3:2]. Procedure: 2-tert-butyl-N-ethylbenzamide was prepared from 2-tert-butylbenzoyl chloride, prepared in Example 186, and 70% ethylamine in water according to the method of step b of Example 248. Reactants: N1=CC=CC=C1 (pyridine), C(=O)(C(F)(F)F)O (CF3COOH), COCCOCOCCCCCCCCCO (9-(Methoxyethoxymethoxy)nonanol), C1(CCCCC1)N=C=NC1CCCCC1 (dicyclohexylcarbodiimide), solvent. Run in C1=CC=CC=C1.CS(=O)C (benzene DMSO), C1=CC=CC=C1.CS(=O)C (benzene DMSO). Yields the product COCCOCOCCCCCCCCC=O (9-(Methoxyethoxymethoxy)nonanal). As a reaction SMILES: N1C=CC=CC=1.C(O)(C(F)(F)F)=O.[CH3:14][O:15][CH2:16][CH2:17][O:18][CH2:19][O:20][CH2:21][CH2:22][CH2:23][CH2:24][CH2:25][CH2:26][CH2:27][CH2:28][CH2:29][OH:30].C1(N=C=NC2CCCCC2)CCCCC1>C1C=CC=CC=1.CS(C)=O>[CH3:14][O:15][CH2:16][CH2:17][O:18][CH2:19][O:20][CH2:21][CH2:22][CH2:23][CH2:24][CH2:25][CH2:26][CH2:27][CH2:28][CH:29]=[O:30] |f:4.5|. Reported procedure: About 5 ml of the solvent mixture benzene/DMSO (1:1) are introduced into a two-neck flask which has been flame-treated and flushed with nitrogen, and 1 mmol of absolute pyridine and 0.5 mmol of CF3COOH, and 1 mmol of 1 and 3 mmol of dicyclohexylcarbodiimide (DCCI), dissolved in benzene/DMSO, are added with stirring. The mixture is stirred overnight at room temperature. Precipitated dicyclohexylurea is filtered off, and the solution is evaporated on a rotary evaporator. DMSO is removed by repeate... The reactants are Cl.C(C1=CC=CC=C1)N(C1CC2=C(CCC1)C=C(C(=C2)Cl)O)C[C@@H](COC2=CC=CC=C2)O ((2S)-1-[N-benzyl-N-(3-chloro-6,7,8,9-tetrahydro-2-hydroxy-5H-benzocyclohepten-6-yl)amino]-3-phenoxy-2-propanol hydrochloride), [H][H] (hydrogen). Reagents/catalysts: [Pd] (Pd/C). The solvent is ClC1=CC=CC=C1 (chlorobenzene), CO (MeOH). Yields the product Cl.ClC1=CC2=C(CCCC(C2)NC[C@@H](COC2=CC=CC=C2)O)C=C1O ((2S)-1-(3-chloro-6,7,8,9-tetrahydro-2-hydroxy-5H-benzocyclohepten-6-yl)amino-3-phenoxy-2-propanol hydrochloride). Isolated yield 150.0%. As a reaction SMILES: Cl.C([N:9]([CH2:23][C@H:24]([OH:33])[CH2:25][O:26][C:27]1[CH:32]=[CH:31][CH:30]=[CH:29][CH:28]=1)[CH:10]1[CH2:16][CH2:15][CH2:14][C:13]2[CH:17]=[C:18]([OH:22])[C:19]([Cl:21])=[CH:20][C:12]=2[CH2:11]1)C1C=CC=CC=1.[H][H]>ClC1C=CC=CC=1.CO.[Pd]>[ClH:21].[Cl:21][C:19]1[C:18]([OH:22])=[CH:17][C:13]2[CH2:14][CH2:15][CH2:16][CH:10]([NH:9][CH2:23][C@H:24]([OH:33])[CH2:25][O:26][C:27]3[CH:28]=[CH:29][CH:30]=[CH:31][CH:32]=3)[CH2:11][C:12]=2[CH:20]=1 |f:0.1,6.7|. Procedure: A mixture of (2S)-1-[N-benzyl-N-(3-chloro-6,7,8,9-tetrahydro-2-hydroxy-5H-benzocyclohepten-6-yl)amino]-3-phenoxy-2-propanol hydrochloride (121 mg) and 10% Pd/C (50% wet, 18 mg) in chlorobenzene (1.8 ml) and MeOH (0.4 ml) was stirred at room temperature in the presence of hydrogen at an atmospheric pressure for 1 hour and filtered. The filtrate was evaporated in vacuo, and the residue was partitioned between ethyl acetate and a saturated aqueous solution of sodium bicarbonate. The organic layer w...